From a dataset of the Open Reaction Database (ORD), a public repository of structured organic reaction records. describe an organic reaction: reactants, conditions, products, and yield Reactants: BrC1=CC(=C(OCC(=O)OCC)C=C1)C(=O)C=1C=NN(C1)C1=CC=CC=C1 (ethyl [4-bromo-2-(1-phenyl-1H-pyrazole-4-carbonyl)phenoxy]acetate), FC=1C=C(C=C(C1)F)B(O)O (3,5-difluorophenylboronic acid). Product: FC=1C=C(C=C(C1)F)C1=CC(=C(C=C1)OCC(=O)O)C(=O)C=1C=NN(C1)C1=CC=CC=C1 ([3′,5′-Difluoro-3-(1-phenyl-1H-pyrazole-4-carbonyl)biphenyl-4-yloxy]acetic acid). Reaction SMILES: Br[C:2]1[CH:14]=[CH:13][C:5]([O:6][CH2:7][C:8]([O:10]CC)=[O:9])=[C:4]([C:15]([C:17]2[CH:18]=[N:19][N:20]([C:22]3[CH:27]=[CH:26][CH:25]=[CH:24][CH:23]=3)[CH:21]=2)=[O:16])[CH:3]=1.[F:28][C:29]1[CH:30]=[C:31](B(O)O)[CH:32]=[C:33]([F:35])[CH:34]=1>>[F:28][C:29]1[CH:30]=[C:31]([C:2]2[CH:14]=[CH:13][C:5]([O:6][CH2:7][C:8]([OH:10])=[O:9])=[C:4]([C:15]([C:17]3[CH:18]=[N:19][N:20]([C:22]4[CH:27]=[CH:26][CH:25]=[CH:24][CH:23]=4)[CH:21]=3)=[O:16])[CH:3]=2)[CH:32]=[C:33]([F:35])[CH:34]=1. Reported procedure: Prepared ethyl [4-bromo-2-(1-phenyl-1H-pyrazole-4-carbonyl)phenoxy]acetate and 3,5-difluorophenylboronic acid according to GP4: LC/MS (an10n8): Rt 3.03 min, m/z 434.5 [M+H]+; 1H NMR (CDCl3): δ 4.85 (s, 2H), 6.81 (td, J=8.9, 2.3 Hz, 1H), 7.07 (d, J=8.3 Hz, 2H), 7.14 (d, J=8.9 Hz, 1H), 7.41 (d, J=6.6 Hz, 1H), 7.48 (s, 1H), 7.52 (d, J=8.5 Hz, 1H), 7.66-7.78 (m, 4H), 8.23 (s, 1H), 8.57 (s, 1H) The reactants are C(C)OC(=O)C=1C(=NC2=CC=C(C=C2C1C1=CC=CC=C1)Cl)N1CCC(CC1)(F)F (6-chloro-2-(4,4-difluoro-piperidin-1-yl)-4-phenyl-quinoline-3-carboxylic acid ethyl ester), [OH-].[Na+] (NaOH), solid. Run in C(C)O (ethanol). The product is ClC=1C=C2C(=C(C(=NC2=CC1)N1CCC(CC1)(F)F)C(=O)O)C1=CC=CC=C1 (6-Chloro-2-(4,4-difluoro-piperidin-1-yl)-4-phenyl-quinoline-3-carboxylic acid). Reaction SMILES: C([O:3][C:4]([C:6]1[C:7]([N:23]2[CH2:28][CH2:27][C:26]([F:30])([F:29])[CH2:25][CH2:24]2)=[N:8][C:9]2[C:14]([C:15]=1[C:16]1[CH:21]=[CH:20][CH:19]=[CH:18][CH:17]=1)=[CH:13][C:12]([Cl:22])=[CH:11][CH:10]=2)=[O:5])C.[OH-].[Na+]>C(O)C>[Cl:22][C:12]1[CH:13]=[C:14]2[C:9](=[CH:10][CH:11]=1)[N:8]=[C:7]([N:23]1[CH2:28][CH2:27][C:26]([F:30])([F:29])[CH2:25][CH2:24]1)[C:6]([C:4]([OH:5])=[O:3])=[C:15]2[C:16]1[CH:21]=[CH:20][CH:19]=[CH:18][CH:17]=1 |f:1.2|. Procedure: The title compound was prepared in analogy to example 12 step B from a mixture of 6-chloro-2-(4,4-difluoro-piperidin-1-yl)-4-phenyl-quinoline-3-carboxylic acid ethyl ester and 1N NaOH in ethanol. Pale yellow solid (55 mg, 74%). LC-MS: 403 (M+H)+. Starting materials: IC1=CC(=NO1)C1=NC=CC=C1 (2-(5-iodo-3-isoxazolyl)pyridine), C(C#C)O (Propargyl alcohol). The reagents and catalysts are Cl[Pd]([P](C1=CC=CC=C1)(C2=CC=CC=C2)C3=CC=CC=C3)([P](C4=CC=CC=C4)(C5=CC=CC=C5)C6=CC=CC=C6)Cl (dichlorobis(triphenylphosphine)palladium(II)). Solvent: C(C)N(CC)CC (triethylamine). Reaction conditions: temperature 65 celsius. Product: N1=C(C=CC=C1)C1=NOC(=C1)C#CCO (3-[3-(2-pyridinyl)-5-isoxazolyl]-2-propyn-1-ol). Isolated yield 22.0%. RXN SMILES: I[C:2]1[O:6][N:5]=[C:4]([C:7]2[CH:12]=[CH:11][CH:10]=[CH:9][N:8]=2)[CH:3]=1.[CH2:13]([OH:16])[C:14]#[CH:15]>C(N(CC)CC)C.Cl[Pd](Cl)([P](C1C=CC=CC=1)(C1C=CC=CC=1)C1C=CC=CC=1)[P](C1C=CC=CC=1)(C1C=CC=CC=1)C1C=CC=CC=1>[N:8]1[CH:9]=[CH:10][CH:11]=[CH:12][C:7]=1[C:4]1[CH:3]=[C:2]([C:15]#[C:14][CH2:13][OH:16])[O:6][N:5]=1 |^1:26,45|. Procedure details: A solution of 2-(5-iodo-3-isoxazolyl)pyridine (prepared as described in WO0232919, 1.38 g, 5 mmol) and dichlorobis(triphenylphosphine)palladium(II) (35 mg, 0.05 mmol) in 8 mL triethylamine was degassed with nitrogen. Propargyl alcohol (560 mg, 10 mmol) was added and the mixture was heated at 65° C. for 16 h. The reaction mixture was cooled to room temperature, concentrated to remove the solvent. The residue was diluted with ethyl acetate (100 mL), washed with saturated NaHCO3, water and brine. T... Reactants: COC(=O)C1=NC(=C(C=C1N1C(=CC=C1C)C)C(F)(F)F)Br (6-bromo-3-(2,5-dimethyl-pyrrol-1-yl)-5-trifluoromethyl-pyridine-2-carboxylic acid methyl ester), COC(=O)C1=NC(=C(C=C1N1C(=CC=C1C)C)C(F)(F)F)Br (6-bromo-3-(2,5-dimethyl-pyrrol-1-yl)-5-trifluoromethyl-pyridine-2-carboxylic acid methyl ester), [Si](C)(C)(C)C(F)(F)F (TMS-CF3), [F-].[K+] (KF), N (NH3). The reagents and catalysts are [Cu]I (CuI). Run in CN(C)C=O (DMF). Conditions: temperature 100 celsius, time 3 hour. Yields the product COC(=O)C1=NC(=C(C=C1N1C(=CC=C1C)C)C(F)(F)F)C(F)(F)F (3-(2,5-Dimethyl-pyrrol-1-yl)-5,6-bis-trifluoromethyl-pyridine-2-carboxylic acid methyl ester). RXN SMILES: [F-].[K+].[CH3:3][O:4][C:5]([C:7]1[C:12]([N:13]2[C:17]([CH3:18])=[CH:16][CH:15]=[C:14]2[CH3:19])=[CH:11][C:10]([C:20]([F:23])([F:22])[F:21])=[C:9](Br)[N:8]=1)=[O:6].[Si]([C:29]([F:32])([F:31])[F:30])(C)(C)C.N>[Cu]I.CN(C=O)C>[CH3:3][O:4][C:5]([C:7]1[C:12]([N:13]2[C:17]([CH3:18])=[CH:16][CH:15]=[C:14]2[CH3:19])=[CH:11][C:10]([C:20]([F:23])([F:22])[F:21])=[C:9]([C:29]([F:32])([F:31])[F:30])[N:8]=1)=[O:6] |f:0.1|. Procedure: A stirred mixture of KF (2.12 g, 5.62 mmol) and CuI (0.490 g, 8.43 mmol) was heated in a sealed 10.0-20.0 ml microwave vial under vacuum until a slight greenish colour began to appear. The vial was then placed under nitrogen to cool. A solution 6-bromo-3-(2,5-dimethyl-pyrrol-1-yl)-5-trifluoromethyl-pyridine-2-carboxylic acid methyl ester (Intermediate D) (2.64 ml, 16.86 mmol) in 1:1 dry DMF/dry NMP (14 ml) was then added, followed by TMS-CF3 (2.64 ml, 16.86 mmol). A new septum was then used to s... The reactants are Cl (HCl), C(C)OC(CC1C2=C(B(O1)O)C=C(C=C2C)OC2=NC=CC(=C2)N)=O ([6-(4-amino-pyridin-2-yloxy)-1-hydroxy-4-methyl-1,3-dihydro-benzo[c][1,2]oxaborol-3-yl]-acetic acid ethyl ester), CO (methanol), O.[OH-].[Li+] (lithium hydroxide monohydrate). Solvent: C1CCOC1 (THF), O (water). Run at time 4 hour. Product: NC1=CC(=NC=C1)OC=1C=C(C2=C(B(OC2CC(=O)O)O)C1)C ([6-(4-Amino-pyridin-2-yloxy)-1-hydroxy-4-methyl-1,3-dihydro-benzo[c][1,2]oxaborol-3-yl]-acetic acid). Yield: 55.0%. RXN SMILES: C([O:3][C:4](=[O:25])[CH2:5][CH:6]1[O:10][B:9]([OH:11])[C:8]2[CH:12]=[C:13]([O:17][C:18]3[CH:23]=[C:22]([NH2:24])[CH:21]=[CH:20][N:19]=3)[CH:14]=[C:15]([CH3:16])[C:7]1=2)C.CO.O.[OH-].[Li+].Cl>C1COCC1.O>[NH2:24][C:22]1[CH:21]=[CH:20][N:19]=[C:18]([O:17][C:13]2[CH:14]=[C:15]([CH3:16])[C:7]3[CH:6]([CH2:5][C:4]([OH:25])=[O:3])[O:10][B:9]([OH:11])[C:8]=3[CH:12]=2)[CH:23]=1 |f:2.3.4|. Procedure details: To a solution of [6-(4-amino-pyridin-2-yloxy)-1-hydroxy-4-methyl-1,3-dihydro-benzo[c][1,2]oxaborol-3-yl]-acetic acid ethyl ester (0.13 g, 0.37 mmol in THF (5 mL) and methanol (2 mL) was added lithium hydroxide monohydrate (62 mg, 1.48 mmol) in water (2 mL) at 0° C. The temperature was allowed to warm up to room temperature. The reaction mixture was stirred at room temperature for 4 h. The pH was adjusted to 3 with aqueous HCl (6 N). Prep-HPLC purification (C18 column) gave the title compound (66...